The task is: describe an organic reaction: reactants, conditions, products, and yield. This data is from the Open Reaction Database (ORD), a public repository of structured organic reaction records. Reactants: CCCC[N+](CCCC)(CCCC)CCCC, C1CCOC1, Cc1ccc(C#C[Si](C)(C)C)cn1, [F-]. Product: C#Cc1ccc(C)nc1. As a reaction SMILES: [CH2:15]([N+:16]([CH2:17][CH2:18][CH2:19][CH3:20])([CH2:21][CH2:22][CH2:23][CH3:24])[CH2:25][CH2:26][CH2:27][CH3:28])[CH2:29][CH2:30][CH3:31].[CH2:32]1[O:33][CH2:34][CH2:35][CH2:36]1.[CH3:1][c:2]1[n:3][cH:4][c:5]([C:8]#[C:9][Si:10]([CH3:11])([CH3:12])[CH3:13])[cH:6][cH:7]1.[F-:14]>>[CH3:1][c:2]1[n:3][cH:4][c:5]([C:8]#[CH:9])[cH:6][cH:7]1.